Dataset: the Open Reaction Database (ORD), a public repository of structured organic reaction records. Task: describe an organic reaction: reactants, conditions, products, and yield Starting materials: CSc1ccc([N+](=O)[O-])cc1C(=O)O, CI, CC#N, CCOC(C)=O, CCN(C(C)C)C(C)C. Product: COC(=O)c1cc([N+](=O)[O-])ccc1SC. As a reaction SMILES: [CH3:1][S:2][c:3]1[c:4]([C:5](=[O:6])[OH:7])[cH:8][c:9]([N+:12](=[O:13])[O-:14])[cH:10][cH:11]1.[CH3:24][I:25].[CH3:26][C:27]#[N:28].[CH3:29][CH2:30][O:31][C:32](=[O:33])[CH3:34].[CH:15]([N:16]([CH2:17][CH3:18])[CH:19]([CH3:20])[CH3:21])([CH3:22])[CH3:23]>>[CH3:1][S:2][c:3]1[c:4]([C:5](=[O:6])[O:7][CH3:15])[cH:8][c:9]([N+:12](=[O:13])[O-:14])[cH:10][cH:11]1. Reactants: [Cl-].COC[P+](C1=CC=CC=C1)(C1=CC=CC=C1)C1=CC=CC=C1 (Methoxymethyl triphenylphosphonium chloride), CC(C)([O-])C.[K+] (potassium t-butoxide), C(CCCCCCC)OC1=CC=C(C=O)C=C1 (4-n-octyloxybenzaldehyde). Run in CCOCC (ether), CCOCC (ether). Conditions: time 12 hour. Product: C(CCCCCCC)OC1=CC=C(C=C1)C=COC ((4'-n-octyloxyphenyl)-2-methoxyethylene). RXN SMILES: [Cl-].[CH3:2][O:3][CH2:4][P+](C1C=CC=CC=1)(C1C=CC=CC=1)C1C=CC=CC=1.CC(C)([O-])C.[K+].[CH2:30]([O:38][C:39]1[CH:46]=[CH:45][C:42]([CH:43]=O)=[CH:41][CH:40]=1)[CH2:31][CH2:32][CH2:33][CH2:34][CH2:35][CH2:36][CH3:37]>CCOCC>[CH2:30]([O:38][C:39]1[CH:46]=[CH:45][C:42]([CH:43]=[CH:2][O:3][CH3:4])=[CH:41][CH:40]=1)[CH2:31][CH2:32][CH2:33][CH2:34][CH2:35][CH2:36][CH3:37] |f:0.1,2.3|. Reported procedure: Methoxymethyl triphenylphosphonium chloride of 34.28 g was suspended in anhydrous ether of 190 ml, and potassium t-butoxide of 11.22 g was added thereto. A solution prepared by dissolving 4-n-octyloxybenzaldehyde of 22.26 g in anhydrous ether of 110 ml was added thereto, and the solution was stirred at room temperature for 12 hours. Resulting triphenylphosphine oxide was removed by filtration, and the filtrate was poured into ice and water of 300 ml. An ether layer was separated and washed with ...